From a dataset of the Open Reaction Database (ORD), a public repository of structured organic reaction records. describe an organic reaction: reactants, conditions, products, and yield The reactants are O (Water), CS(=O)(=O)OS(=O)(=O)C (methanesulphonic anhydride), OC1=CC=[N+](C2=CC(=CC=C12)C1=CC=CC=C1)[O-] (4-hydroxy-7-phenylquinoline-1-oxide), C([O-])([O-])=O.[K+].[K+] (potassium carbonate). Solvent: ClCCl (dichloromethane), ClCCl (dichloromethane). Conditions: time 2 hour. Product: CS(=O)(=O)OC=1C=NC2=CC(=CC=C2C1O)C1=CC=CC=C1 (4-hydroxy-7-phenylquinol-3-yl methanesulphonate). As a reaction SMILES: [CH3:1][S:2]([O:5]S(C)(=O)=O)(=[O:4])=[O:3].[OH:10][C:11]1[C:20]2[C:15](=[CH:16][C:17]([C:21]3[CH:26]=[CH:25][CH:24]=[CH:23][CH:22]=3)=[CH:18][CH:19]=2)[N+:14]([O-])=[CH:13][CH:12]=1.C(=O)([O-])[O-].[K+].[K+].O>ClCCl>[CH3:1][S:2]([O:5][C:12]1[CH:13]=[N:14][C:15]2[C:20]([C:11]=1[OH:10])=[CH:19][CH:18]=[C:17]([C:21]1[CH:26]=[CH:25][CH:24]=[CH:23][CH:22]=1)[CH:16]=2)(=[O:4])=[O:3] |f:2.3.4|. Procedure: A solution of methanesulphonic anhydride (3.05 g) in dichloromethane (10 ml) was added to a mixture of 4-hydroxy-7-phenylquinoline-1-oxide (3.28 g), potassium carbonate (2.13 g) and dichloromethane (160 ml) at 0°, the mixture was stirred at 0° for 2 hours, then allowed to warm to room temperature. Water (250 ml) was added, the layers were separated and the aqueous layer was extracted with dichloromethane (3×100 ml). The combined dichloromethane layer and extracts were dried over magnesium sulpha... Starting materials: COC(C1=CC(=NC(=C1)C=1N=NNN1)N[C@@H](C)CC)=O ((S)-2-sec-butylamino-6-(2H-tetrazol-5-yl)-isonicotinic acid methyl ester), C([O-])([O-])=O.[K+].[K+] (potassium carbonate), ICC (iodoethane). The solvent is CN(C)C=O (DMF), C(C)(=O)OCC (ethyl acetate). Product: COC(C1=CC(=NC(=C1)C1=NN=NN1CC)N[C@@H](C)CC)=O ((S)-2-sec-Butylamino-6-(1-ethyl-1H-tetrazol-5-yl)-isonicotinic acid methyl ester). Reaction SMILES: [CH3:1][O:2][C:3](=[O:20])[C:4]1[CH:9]=[C:8]([C:10]2[N:11]=[N:12][NH:13][N:14]=2)[N:7]=[C:6]([NH:15][C@H:16]([CH2:18][CH3:19])[CH3:17])[CH:5]=1.C(=O)([O-])[O-].[K+].[K+].I[CH2:28][CH3:29]>CN(C=O)C.C(OCC)(=O)C>[CH3:1][O:2][C:3](=[O:20])[C:4]1[CH:9]=[C:8]([C:10]2[N:14]([CH2:28][CH3:29])[N:13]=[N:12][N:11]=2)[N:7]=[C:6]([NH:15][C@H:16]([CH2:18][CH3:19])[CH3:17])[CH:5]=1 |f:1.2.3|. Reported procedure: Treat a solution of (S)-2-sec-butylamino-6-(2H-tetrazol-5-yl)-isonicotinic acid methyl ester (720 mg, 2.61 mmol) in DMF (10 mL) with potassium carbonate (541 mg, 3.92 mmol) and iodoethane (0.364 mL, 3.92 mL) at room temperature. Dilute with ethyl acetate (100 mL), wash with water (twice), saturated aqueous sodium chloride, dry (sodium sulfate) and concentrate to give approximately a 1:1 mixture of the two title compounds which are used directly in the next step without further purification. Reactants: CCCCC1CC2CCC(C1)N2C(=O)OC(C)(C)C, O=c1sc2ccccc2n1CCCI, [K+], [K+], O=C([O-])[O-]. Product: CCCCC1CC2CCC(C1)N2CCCn1c(=O)sc2ccccc21. As a reaction SMILES: [C:1]([O:2][C:6](=[O:3])[N:8]1[CH:9]2[CH2:10][CH:11]([CH2:16][CH2:17][CH2:18][CH3:19])[CH2:12][CH:13]1[CH2:14][CH2:15]2)([CH3:4])([CH3:5])[CH3:7].[I:20][CH2:21][CH2:22][CH2:23][n:24]1[c:25](=[O:33])[s:26][c:27]2[c:28]1[cH:29][cH:30][cH:31][cH:32]2.[K+:34].[K+:35].[O-:36][C:37]([O-:38])=[O:39]>>[CH2:6]([N:8]1[CH:9]2[CH2:10][CH:11]([CH2:16][CH2:17][CH2:18][CH3:19])[CH2:12][CH:13]1[CH2:14][CH2:15]2)[CH2:22][CH2:23][n:24]1[c:25](=[O:33])[s:26][c:27]2[c:28]1[cH:29][cH:30][cH:31][cH:32]2.